Dataset: the Open Reaction Database (ORD), a public repository of structured organic reaction records. Task: describe an organic reaction: reactants, conditions, products, and yield Starting materials: Nc1ccc(-c2nn(C(c3ccccc3)(c3ccccc3)c3ccccc3)cc2Br)cc1, BrCCOCCBr, O=C([O-])[O-], CCOC(C)=O, CN(C)C=O, [I-], [K+], [K+], [Na+], O. Product: Brc1cn(C(c2ccccc2)(c2ccccc2)c2ccccc2)nc1-c1ccc(N2CCOCC2)cc1. As a reaction SMILES: [Br:1][c:2]1[c:3](-[c:26]2[cH:27][cH:28][c:29]([NH2:32])[cH:30][cH:31]2)[n:4][n:5]([C:7]([c:8]2[cH:9][cH:10][cH:11][cH:12][cH:13]2)([c:14]2[cH:15][cH:16][cH:17][cH:18][cH:19]2)[c:20]2[cH:21][cH:22][cH:23][cH:24][cH:25]2)[cH:6]1.[Br:33][CH2:34][CH2:35][O:36][CH2:37][CH2:38][Br:39].[C:42](=[O:43])([O-:44])[O-:45].[CH3:49][CH2:50][O:51][C:52](=[O:53])[CH3:54].[CH3:55][N:56]([CH3:57])[CH:58]=[O:59].[I-:41].[K+:46].[K+:47].[Na+:40].[OH2:48]>>[Br:1][c:2]1[c:3](-[c:26]2[cH:27][cH:28][c:29]([N:32]3[CH2:34][CH2:35][O:36][CH2:37][CH2:38]3)[cH:30][cH:31]2)[n:4][n:5]([C:7]([c:8]2[cH:9][cH:10][cH:11][cH:12][cH:13]2)([c:14]2[cH:15][cH:16][cH:17][cH:18][cH:19]2)[c:20]2[cH:21][cH:22][cH:23][cH:24][cH:25]2)[cH:6]1.